Dataset: the Open Reaction Database (ORD), a public repository of structured organic reaction records. Task: describe an organic reaction: reactants, conditions, products, and yield The reactants are NC1=NC(=NC(=N1)OC)C (2-amino-4-methoxy-6-methyl-1,3,5-triazine), ClCCOC(=O)C1=C(C=CC=C1)S(=O)(=O)N=C=O (2-(β-chloroethoxycarbonyl)benzenesulfonyl isocyanate). The solvent is C(Cl)Cl (methylene chloride). Yields the product COC1=NC(=NC(=N1)C)NC(=O)NS(=O)(=O)C1=C(C=CC=C1)C(=O)OCCCl (N-[(4-methoxy-6-methyl-1,3,5-triazin-2-yl)aminocarbonyl]-2-(2-chloroethoxycarbonyl)benzenesulfonamide). Isolated yield 80.1%. Reaction SMILES: [NH2:1][C:2]1[N:7]=[C:6]([O:8][CH3:9])[N:5]=[C:4]([CH3:10])[N:3]=1.[Cl:11][CH2:12][CH2:13][O:14][C:15]([C:17]1[CH:22]=[CH:21][CH:20]=[CH:19][C:18]=1[S:23]([N:26]=[C:27]=[O:28])(=[O:25])=[O:24])=[O:16]>C(Cl)Cl>[CH3:9][O:8][C:6]1[N:5]=[C:4]([CH3:10])[N:3]=[C:2]([NH:1][C:27]([NH:26][S:23]([C:18]2[CH:19]=[CH:20][CH:21]=[CH:22][C:17]=2[C:15]([O:14][CH2:13][CH2:12][Cl:11])=[O:16])(=[O:24])=[O:25])=[O:28])[N:7]=1. Procedure: To 0.7 g of 2-amino-4-methoxy-6-methyl-1,3,5-triazine in 10 ml anhydrous methylene chloride solvent was added 1.45 g 2-(β-chloroethoxycarbonyl)benzenesulfonyl isocyanate with stirring at ambient temperature. The mixture was thereafter stirred for sixteen hours. The solvent was evaporated under reduced pressure and the residue triturated with hexane and filtered to yield 1.72 g of compound which melted at 167°-170° C. The solid showed infrared absorption peaks at 1700 and 1705 cm-1, consistent fo... The reactants are N[C@H]1CN(CC1)C1CCN(CC1)C1=C(C#N)C=CC=C1 (2-[4-(3-amino-(3R)-pyrrolidin-1-yl)piperidin-1-yl]benzonitrile), C(C)(C)N(C(C)C)CC (N,N-diisopropylethylamine), [N+](=O)([O-])C1=CC=C(C=C1)OC(=O)N1C(O[C@H]([C@@H]1C1=CC(=C(C=C1)F)F)COC1OCCCC1)=O ((4S,5R)-4-(3,4-difluorophenyl)-2-oxo-5-(tetrahydropyran-2-yloxymethyl)-oxazolidine-3-carboxylic acid 4-nitrophenyl ester), C(C)(=O)OCC (ethyl acetate). The solvent is CCCCCC (hexane). Run at time 4 hour. Product: C(#N)C1=C(C=CC=C1)N1CCC(CC1)N1C[C@@H](CC1)NC(=O)N1C(O[C@H]([C@@H]1C1=CC(=C(C=C1)F)F)COC1OCCCC1)=O ((4S,5R)-4-(3,4-difluorophenyl)-2-oxo-5-(tetrahydropyran-2-yloxymethyl)oxazolidine-3-carboxylic acid {1-[1-(2-cyanophenyl)piperidin-4-yl]-(3R)-pyrrolidin-3-yl}amide). The yield is 59.1%. As a reaction SMILES: [NH2:1][C@@H:2]1[CH2:6][CH2:5][N:4]([CH:7]2[CH2:12][CH2:11][N:10]([C:13]3[CH:20]=[CH:19][CH:18]=[CH:17][C:14]=3[C:15]#[N:16])[CH2:9][CH2:8]2)[CH2:3]1.C(N(CC)C(C)C)(C)C.[N+](C1C=CC([O:39][C:40]([N:42]2[C@@H:46]([C:47]3[CH:52]=[CH:51][C:50]([F:53])=[C:49]([F:54])[CH:48]=3)[C@H:45]([CH2:55][O:56][CH:57]3[CH2:62][CH2:61][CH2:60][CH2:59][O:58]3)[O:44][C:43]2=[O:63])=O)=CC=1)([O-])=O.C(OCC)(=O)C>CCCCCC>[C:15]([C:14]1[CH:17]=[CH:18][CH:19]=[CH:20][C:13]=1[N:10]1[CH2:11][CH2:12][CH:7]([N:4]2[CH2:5][CH2:6][C@@H:2]([NH:1][C:40]([N:42]3[C@@H:46]([C:47]4[CH:52]=[CH:51][C:50]([F:53])=[C:49]([F:54])[CH:48]=4)[C@H:45]([CH2:55][O:56][CH:57]4[CH2:62][CH2:61][CH2:60][CH2:59][O:58]4)[O:44][C:43]3=[O:63])=[O:39])[CH2:3]2)[CH2:8][CH2:9]1)#[N:16]. Procedure details: To a solution of 2-[4-(3-amino-(3R)-pyrrolidin-1-yl)piperidin-1-yl]benzonitrile (166 mg, 0.44 mmol) in dry, degassed N,N-dimethylformamide (4 mL) was added N,N-diisopropylethylamine (230 μL, 1.3 mmol) followed by (4S,5R)-4-(3,4-difluorophenyl)-2-oxo-5-(tetrahydropyran-2-yloxymethyl)-oxazolidine-3-carboxylic acid 4-nitrophenyl ester (210 mg, 0.44 mmol). The reaction mixture was stirred at room temperature for 4 h when the volatiles were removed under reduced pressure, the residue dissolved in eth... Starting materials: C(C)N(C(=O)/C=C(\C)/C=1C=CC(=C(C1)CC=O)OCC1=C(C=CC=C1F)F)CC ((E)-[5-(2-diethylcarbamoyl-1-methylvinyl)-2-(2,6-difluorobenzyloxy)-phenyl]-acetaldehyde), CC(C)=C (isobutylene), C1CCOC1 (THF), [O-]Cl=O.[Na+] (NaClO2), NaH2PO4.H2O, Cl (HCl). The solvent is CC(C)(C)O (tBuOH), O (H2O). Run at time 1.5 hour. Yields the product C(C)N(C(=O)/C=C(\C)/C=1C=CC(=C(C1)CC(=O)O)OCC1=C(C=CC=C1F)F)CC ((E)-[5-(2-diethylcarbamoyl-1-methyl-vinyl)-2-(2,6-difluorobenzyloxy)-phenyl]-acetic acid). As a reaction SMILES: [CH2:1]([N:3]([CH2:28][CH3:29])[C:4](/[CH:6]=[C:7](/[C:9]1[CH:10]=[CH:11][C:12]([O:18][CH2:19][C:20]2[C:25]([F:26])=[CH:24][CH:23]=[CH:22][C:21]=2[F:27])=[C:13]([CH2:15][CH:16]=[O:17])[CH:14]=1)\[CH3:8])=[O:5])[CH3:2].CC(=C)C.C1C[O:37]CC1.[O-]Cl=O.[Na+].Cl>CC(O)(C)C.O>[CH2:28]([N:3]([CH2:1][CH3:2])[C:4](/[CH:6]=[C:7](/[C:9]1[CH:10]=[CH:11][C:12]([O:18][CH2:19][C:20]2[C:21]([F:27])=[CH:22][CH:23]=[CH:24][C:25]=2[F:26])=[C:13]([CH2:15][C:16]([OH:37])=[O:17])[CH:14]=1)\[CH3:8])=[O:5])[CH3:29] |f:3.4|. Procedure: To a solution of (E)-[5-(2-diethylcarbamoyl-1-methylvinyl)-2-(2,6-difluorobenzyloxy)-phenyl]-acetaldehyde (4.38 g, 10.92 mmol) and 2 M isobutylene in THF (36.6 mL, 73.2 mmol) in tBuOH (70 mL) is added a solution of NaClO2 (1.58 g, 17.48 mmol) and NaH2PO4.H2O (1.96 g, 14.2 mmol) in H2O (25 mL), and the mixture is stirred at room temperature for 1.5 hours. The mixture is then acidified to pH 3 with 1 N HCl, and then extracted with ether (3×150 mL). The combined organic layers are then extracted wi... Reactants: C(CCC)[Al](CCCC)CCCC (tributyl aluminum), C=C (ethylene), C=CC (propylene), aluminoxane, ( A ), C(C)=C1C2C=CC(C1)C2 (ethylidene-2-norbornene). The solvent is C1(=CC=CC=C1)C (toluene). Yields the product C=C.C=CC.C(C)=C1C2C=CC(C1)C2 (ethylene/propylene ENB). Reaction SMILES: [CH2:1]([Al](CCCC)CCCC)[CH2:2]CC.C=C.[CH2:16]=[CH:17][CH3:18].[CH:19](=[C:21]1[CH2:26][CH:25]2[CH2:27][CH:22]1[CH:23]=[CH:24]2)[CH3:20]>C1(C)C=CC=CC=1>[CH2:1]=[CH2:2].[CH2:16]=[CH:17][CH3:18].[CH:19](=[C:21]1[CH2:26][CH:25]2[CH2:27][CH:22]1[CH:23]=[CH:24]2)[CH3:20] |f:5.6.7|. Procedure details: A 1-liter continuous polymerization reactor was charged continuously with 500 ml/hr of toluene, 0.5 millimole/hr of tributyl aluminum, 0.5 milligram-atom/hr, calculated as aluminum atom, of the aluminoxane synthesized in Example 28, and 5×10-3 milligram-atom/hr, calculated as zirconium atom, of the catalyst component (A) synthesized in Example 40. Simultaneously, 150 liters/hr of ethylene, 100 liters/hr of propylene, and 1.2 g/hr of ethylidene-2-norbornene (ENB) were continuously fed into the re... The reactants are C=O, CC(C)CO, CC(=O)c1ccccc1. Product: CCC(=O)c1ccccc1. As a reaction SMILES: [CH2:10]=[O:11].[CH3:12][CH:13]([CH2:14][OH:15])[CH3:16].[CH3:1][C:2](=[O:3])[c:4]1[cH:5][cH:6][cH:7][cH:8][cH:9]1>>[CH2:1]([C:2](=[O:3])[c:4]1[cH:5][cH:6][cH:7][cH:8][cH:9]1)[CH3:10]. Starting materials: CCCCCCCCC#Cc1ccc(CNCc2ccc(CCC(=O)OC)cc2)cc1, O=C(Cl)CCC1CCCC1. RXN SMILES: [C:1](#[C:2][CH2:3][CH2:4][CH2:5][CH2:6][CH2:7][CH2:8][CH2:9][CH3:10])[c:11]1[cH:12][cH:13][c:14]([CH2:15][NH:16][CH2:17][c:18]2[cH:19][cH:20][c:21]([CH2:24][CH2:25][C:26](=[O:27])[O:28][CH3:29])[cH:22][cH:23]2)[cH:30][cH:31]1.[CH:32]1([CH2:37][CH2:38][C:39](=[O:40])[Cl:41])[CH2:33][CH2:34][CH2:35][CH2:36]1>>[C:1](#[C:2][CH2:3][CH2:4][CH2:5][CH2:6][CH2:7][CH2:8][CH2:9][CH3:10])[c:11]1[cH:12][cH:13][c:14]([CH2:15][N:16]([CH2:17][c:18]2[cH:19][cH:20][c:21]([CH2:24][CH2:25][C:26](=[O:27])[O:28][CH3:29])[cH:22][cH:23]2)[C:39]([CH2:38][CH2:37][CH:32]2[CH2:33][CH2:34][CH2:35][CH2:36]2)=[O:40])[cH:30][cH:31]1. Product: CCCCCCCCC#Cc1ccc(CN(Cc2ccc(CCC(=O)OC)cc2)C(=O)CCC2CCCC2)cc1.